Dataset: the Open Reaction Database (ORD), a public repository of structured organic reaction records. Task: describe an organic reaction: reactants, conditions, products, and yield The reactants are C(C)(C)N(C(C)C)CC (N,N-diisopropylethylamine), COCCl (chloromethyl methyl ether), ClC=1C=C(C=CC1F)S(=O)(=O)NC1=NC=NC=C1 (3-chloro-4-fluoro-N-pyrimidin-4-ylbenzenesulfonamide). Run in C(C)(=O)OCC (ethyl acetate), C(Cl)Cl (methylene chloride). Run at time 18 hour. The product is ClC=1C=C(C=CC1F)S(=O)(=O)/N=C\1/N=CN(C=C1)COC (3-chloro-4-fluoro-N-[(4E)-1-(methoxymethyl)pyrimidin-4(1H)-ylidene]benzenesulfonamide). The yield is 91.6%. RXN SMILES: [Cl:1][C:2]1[CH:3]=[C:4]([S:9]([NH:12][C:13]2[CH:18]=[CH:17][N:16]=[CH:15][N:14]=2)(=[O:11])=[O:10])[CH:5]=[CH:6][C:7]=1[F:8].C(N(CC)C(C)C)(C)C.[CH3:28][O:29][CH2:30]Cl>C(Cl)Cl.C(OCC)(=O)C>[Cl:1][C:2]1[CH:3]=[C:4]([S:9](/[N:12]=[C:13]2/[N:14]=[CH:15][N:16]([CH2:28][O:29][CH3:30])[CH:17]=[CH:18]/2)(=[O:10])=[O:11])[CH:5]=[CH:6][C:7]=1[F:8]. Procedure details: To 3-chloro-4-fluoro-N-pyrimidin-4-ylbenzenesulfonamide (Preparation 426, 73 mg, 0.25 mmol) in methylene chloride (2 mL) cooled at 0° C. was added N,N-diisopropylethylamine (0.066 mL, 0.38 mmol) and chloromethyl methyl ether (0.025 mL, 0.28 mmol). After stirring at room temperature for 18 hours, the reaction mixture was diluted with ethyl acetate, washed successively with 1N aqueous sodium hydroxide, water, saturated aqueous sodium chloride solution, dried over anhydrous sodium sulfate and conce... The reactants are C(C)(=O)OCC (Ethyl acetate), C(C)(=O)OO (peracetic acid), NC1=NC(=CC(=N1)NC(=O)OC)OS(=O)(=O)C1=CC=C(C=C1)C (methyl 2-amino-6-([p-toluenesulfonyl)oxy]-4-pyrimidinecarbamate), S(=O)([O-])[O-].[Na+].[Na+] (sodium sulfite). The solvent is C(C)O (ethanol). Run at time 48 hour. The product is NC1=NC(=CC(=[N+]1[O-])NC(=O)OC)OS(=O)(=O)C1=CC=C(C=C1)C (methyl 2-amino-6-[(p-toluenesulfonyl)oxy]-4-pyrimidinecarbamate-3-oxide). RXN SMILES: C(OO)(=[O:3])C.[NH2:6][C:7]1[N:12]=[C:11]([NH:13][C:14]([O:16][CH3:17])=[O:15])[CH:10]=[C:9]([O:18][S:19]([C:22]2[CH:27]=[CH:26][C:25]([CH3:28])=[CH:24][CH:23]=2)(=[O:21])=[O:20])[N:8]=1.S([O-])([O-])=O.[Na+].[Na+].C(OCC)(=O)C>C(O)C>[NH2:6][C:7]1[N+:12]([O-:3])=[C:11]([NH:13][C:14]([O:16][CH3:17])=[O:15])[CH:10]=[C:9]([O:18][S:19]([C:22]2[CH:27]=[CH:26][C:25]([CH3:28])=[CH:24][CH:23]=2)(=[O:21])=[O:20])[N:8]=1 |f:2.3.4|. Reported procedure: 6.75 ml of 40% peracetic acid are added dropwise at 0° to a suspension of 3.4 g (10 mmol) of methyl 2-amino-6-([p-toluenesulfonyl)oxy]-4-pyrimidinecarbamate in 120 ml of absolute ethanol. The mixture is stirred at room temperature for 48 hours and thereafter poured into an aqueous solution of sodium sulfite. Ethyl acetate is added thereto, the organic phase is separated, dried over sodium sulphate and evaporated under reduced pressure. The residue is recrystallized from methylene chloride/methan... Reactants: CCOC(=O)C(=O)OCC, CC(=O)c1ccccc1, CCO, [Na]. The product is CCOC(=O)C(=O)CC(=O)c1ccccc1. As a reaction SMILES: [C:2]([C:3]([O:5][CH2:4][CH3:6])=[O:7])(=[O:8])[O:9][CH2:10][CH3:11].[CH3:12][C:13](=[O:14])[c:15]1[cH:16][cH:17][cH:18][cH:19][cH:20]1.[CH3:21][CH2:22][OH:23].[Na:1]>>[C:2]([C:3](=[O:5])[CH2:12][C:13](=[O:14])[c:15]1[cH:16][cH:17][cH:18][cH:19][cH:20]1)(=[O:8])[O:9][CH2:10][CH3:11]. The reactants are O1C=C(C=C1)C(=O)NN (3-furoic acid hydrazide), ClC=1C=CC(=C(C1)N=C=S)C#N (5-chloro-2-cyanophenyl isothiocyanate). The product is O1C=C(C=C1)C1=NN2C(=NC=3C=CC=CC3C2=N1)S (2-(3-furyl)-5-mercapto-[1,2,4]triazolo[1,5-c]quinazoline). Reaction SMILES: [O:1]1[CH:5]=[CH:4][C:3]([C:6]([NH:8][NH2:9])=O)=[CH:2]1.Cl[C:11]1[CH:12]=[CH:13][C:14]([C:20]#[N:21])=[C:15]([N:17]=[C:18]=[S:19])[CH:16]=1>>[O:1]1[CH:5]=[CH:4][C:3]([C:6]2[N:21]=[C:20]3[N:9]([C:18]([SH:19])=[N:17][C:15]4[CH:16]=[CH:11][CH:12]=[CH:13][C:14]=43)[N:8]=2)=[CH:2]1. Reported procedure: As in Example 39, 3-furoic acid hydrazide is reacted with 5-chloro-2-cyanophenyl isothiocyanate to produce 2-(3-furyl)-5-mercapto-[1,2,4]triazolo[1,5-c]quinazoline, mp>300°, which is converted to the 5-methylthio compound and thence to 9-chloro-2-(3-furyl)-5-imino-5,6-dihydro[1,2,4]triazolo[1,5-c]quinazoline, purified as the methanesulphonate salt, mp 290°-292°. The reactants are C(C)[Si](Cl)(CC)CC (Triethylchlorosilane), CNC (dimethylamine). The solvent is C(C)OCC (diethyl ether). The product is CN(C)[Si](CC)(CC)CC (dimethylaminotriethylsilane). As a reaction SMILES: [CH2:1]([Si:3]([CH2:7][CH3:8])([CH2:5][CH3:6])Cl)[CH3:2].[CH3:9][NH:10][CH3:11]>C(OCC)C>[CH3:9][N:10]([Si:3]([CH2:7][CH3:8])([CH2:5][CH3:6])[CH2:1][CH3:2])[CH3:11]. Procedure: Triethylchlorosilane, 75.4 g (0.5 mole), was added dropwise to a solution of 73 ml (1.1 mole) of dimethylamine in 500 ml diethyl ether at 10°-20°. A precipitate was removed by filtration, and the resulting filtrate distilled to provide 64.8 g of dimethylaminotriethylsilane as a colorless liquid, bp 88° (46 mm). A 47.8 g (0.3 mole) sample of the silane was added dropwise to a solution of 5 ml (0.09 mole) of sulfur tetrafluoride in 100 ml of ether cooled to -70°. The resulting mixture was allowed ... Procedure: A mixture of Example 642B (11.2 mg, 0.016 mmol) in dichloromethane (1 mL) was treated with trifluoroacetic acid (50 μL, 0.65 mmol) and stirred at room temperature. The reaction mixture was then concentrated and purified by preparative HPLC. MS (ESI) m/e 668 (M+H)+; 1H NMR (300 MHz, DMSO-d6) 9.74 (s, 1H), 7.84 (s, 1H), 7.73 (d, J=8.3 Hz, 1H), 7.25 (d, J=1.5 Hz, 1H), 7.22 (d, J=1.8 Hz, 1H), 7.15-1.19 (m, 2H), 7.07 (d, J=8.3 Hz, 1H), 6.85-6.96 (m, 7H), 4.73 (d, J=5.5 Hz, 1H), 4.59 (t, J=3.4 Hz, 1H)... The product is O[C@@H]1[C@H](OC([C@@H]1O)=O)COC1=C(C=C(C=C1)C=1C=CC2=C(NC3=C(NC2=O)C=C(C=C3)CCOC3=CC=C(C=C3)N3CCOCC3)C1)OC (3-(4-{[(2R,3S,4R)-3,4-dihydroxy-5-oxotetrahydrofuran-2-yl]methoxy}-3-methoxyphenyl)-8-[2-(4-morpholin-4-ylphenoxy)ethyl]-5,10-dihydro-11H-dibenzo[b,e][1,4]diazepin-11-one). As a reaction SMILES: CC1(C)[O:6][C@H:5]2[C:7](=[O:51])[O:8][C@H:9]([CH2:10][O:11][C:12]3[CH:17]=[CH:16][C:15]([C:18]4[CH:19]=[CH:20][C:21]5[C:27](=[O:28])[NH:26][C:25]6[CH:29]=[C:30]([CH2:33][CH2:34][O:35][C:36]7[CH:41]=[CH:40][C:39]([N:42]8[CH2:47][CH2:46][O:45][CH2:44][CH2:43]8)=[CH:38][CH:37]=7)[CH:31]=[CH:32][C:24]=6[NH:23][C:22]=5[CH:48]=4)=[CH:14][C:13]=3[O:49][CH3:50])[C@H:4]2[O:3]1.FC(F)(F)C(O)=O>ClCCl>[OH:3][C@H:4]1[C@@H:5]([OH:6])[C:7](=[O:51])[O:8][C@@H:9]1[CH2:10][O:11][C:12]1[CH:17]=[CH:16][C:15]([C:18]2[CH:19]=[CH:20][C:21]3[C:27](=[O:28])[NH:26][C:25]4[CH:29]=[C:30]([CH2:33][CH2:34][O:35][C:36]5[CH:41]=[CH:40][C:39]([N:42]6[CH2:43][CH2:44][O:45][CH2:46][CH2:47]6)=[CH:38][CH:37]=5)[CH:31]=[CH:32][C:24]=4[NH:23][C:22]=3[CH:48]=2)=[CH:14][C:13]=1[O:49][CH3:50]. Solvent: ClCCl (dichloromethane). Starting materials: CC1(O[C@H]2[C@@H](O1)C(O[C@@H]2COC2=C(C=C(C=C2)C=2C=CC1=C(NC3=C(NC1=O)C=C(C=C3)CCOC3=CC=C(C=C3)N3CCOCC3)C2)OC)=O)C (3-(4-{[(3 aR,4R,6aR)-2,2-dimethyl-6-oxotetrahydrofuro[3,4-d][1,3]dioxol-4-yl]methoxy}-3-methoxyphenyl)-8-[2-(4-morpholin-4-ylphenoxy)ethyl]-5,10-dihydro-11H-dibenzo[b,e][1,4]diazepin-11-one), FC(C(=O)O)(F)F (trifluoroacetic acid). The reactants are CC(C)c1nnn(-c2ccc(F)cc2)c1CO, N. The product is Cc1nnn(-c2ccc(F)cc2)c1CO. Reaction SMILES: [F:2][c:3]1[cH:4][cH:5][c:6](-[n:9]2[n:10][n:11][c:12]([CH:16]([CH3:17])[CH3:18])[c:13]2[CH2:14][OH:15])[cH:7][cH:8]1.[NH3:1]>>[F:2][c:3]1[cH:4][cH:5][c:6](-[n:9]2[n:10][n:11][c:12]([CH3:16])[c:13]2[CH2:14][OH:15])[cH:7][cH:8]1. The reactants are NC1=NC=CN=C1Cl (2-amino-3-chloropyrazine), ClCC(C)=O (chloroacetone). Yields the product ClC=1C=2N(C=CN1)C=C(N2)C (8-chloro-2-methylimidazo[1,2-a]pyrazine). Reaction SMILES: [NH2:1][C:2]1[C:7]([Cl:8])=[N:6][CH:5]=[CH:4][N:3]=1.Cl[CH2:10][C:11](=O)[CH3:12]>>[Cl:8][C:7]1[C:2]2[N:3]([CH:10]=[C:11]([CH3:12])[N:1]=2)[CH:4]=[CH:5][N:6]=1. Reported procedure: For example, condensation of a 2-amino-3-chloropyrazine with chloroacetone gives an 8-chloro-2-methylimidazo[1,2-a]pyrazine as shown the following reaction Scheme II. ##STR14## As a reaction SMILES: [C:29](=[O:30])([OH:31])[O-:32].[CH2:1]([CH3:2])[O:3][C:4](=[O:5])[CH2:6][CH:7]([CH3:8])[N:9]1[CH2:10][c:11]2[cH:12][c:13]([N+:19]([O-:20])=[O:21])[cH:14][cH:15][c:16]2[CH2:17][CH2:18]1.[CH3:34][CH2:35][OH:36].[Na+:33].[OH2:22].[OH2:23].[Sn:24]([Cl:25])([Cl:26])([Cl:27])[Cl:28]>>[CH2:1]([CH3:2])[O:3][C:4](=[O:5])[CH2:6][CH:7]([CH3:8])[N:9]1[CH2:10][c:11]2[cH:12][c:13]([NH2:19])[cH:14][cH:15][c:16]2[CH2:17][CH2:18]1. Product: CCOC(=O)CC(C)N1CCc2ccc(N)cc2C1. Reactants: O=C([O-])O, CCOC(=O)CC(C)N1CCc2ccc([N+](=O)[O-])cc2C1, CCO, [Na+], O, O, Cl[Sn](Cl)(Cl)Cl. Reactants: ClCCl, CN(O)c1cc(Oc2ccc(C(F)(F)F)cc2Cl)ccc1[N+](=O)[O-], CC(Cl)(Cl)C(=O)Cl, c1ccncc1, c1ccccc1. Product: CN(OC(=O)C(C)(Cl)Cl)c1cc(Oc2ccc(C(F)(F)F)cc2Cl)ccc1[N+](=O)[O-]. RXN SMILES: [CH2:44]([Cl:45])[Cl:46].[CH3:1][N:2]([c:3]1[c:4]([N+:21](=[O:22])[O-:23])[cH:5][cH:6][c:7]([O:9][c:10]2[c:11]([Cl:20])[cH:12][c:13]([C:16]([F:17])([F:18])[F:19])[cH:14][cH:15]2)[cH:8]1)[OH:24].[Cl:37][C:38]([C:39](=[O:40])[Cl:41])([CH3:42])[Cl:43].[cH:25]1[cH:26][cH:27][n:28][cH:29][cH:30]1.[cH:31]1[cH:32][cH:33][cH:34][cH:35][cH:36]1>>[CH3:1][N:2]([c:3]1[c:4]([N+:21](=[O:22])[O-:23])[cH:5][cH:6][c:7]([O:9][c:10]2[c:11]([Cl:20])[cH:12][c:13]([C:16]([F:17])([F:18])[F:19])[cH:14][cH:15]2)[cH:8]1)[O:24][C:39]([C:38]([Cl:37])([CH3:42])[Cl:43])=[O:40].